This data is from the Open Reaction Database (ORD), a public repository of structured organic reaction records. The task is: describe an organic reaction: reactants, conditions, products, and yield Reactants: ClCCN=C=O (2-chloroethyl isocyanate), NC1CCOCC1 (4-aminotetrahydropyran), C1(=CC=CC=C1)C (Toluene). The solvent is C1CCOC1 (THF). Run at time 8 hour. The product is ClCCNC(=O)NC1CCOCC1 (1-(2-chloroethyl)-3-(tetrahydro-2H-pyran-4-yl)urea). RXN SMILES: [NH2:1][CH:2]1[CH2:7][CH2:6][O:5][CH2:4][CH2:3]1.[Cl:8][CH2:9][CH2:10][N:11]=[C:12]=[O:13].C1(C)C=CC=CC=1>C1COCC1>[Cl:8][CH2:9][CH2:10][NH:11][C:12]([NH:1][CH:2]1[CH2:7][CH2:6][O:5][CH2:4][CH2:3]1)=[O:13]. Reported procedure: A RB flask was charged with 4-aminotetrahydropyran (9.77 g, 97 mmol) in THF (480 mL) and was cooled in an ice bath. To this stirring solution was added 2-chloroethyl isocyanate (11.19 g, 106 mmol) drop-wise and the reaction was brought to RT and stirred at RT overnight. The reaction mixture was concentrated to dryness and the crude product was washed successively with saturated NH4Cl (60 mL) and saturated NaHCO3 (60 mL). The organic layer was dried over anhydrous Na2SO4 and concentrated to dryne... Starting materials: CC(C(=O)OCC)(C)OC1=CC=C(C=C1)C1=CC=C(C=C1)CCNC(C1=C(C=CC(=C1)Cl)OC)=O (ethyl 2-methyl-2-{4-[2-(2-methoxy-5-chloro-benzamido)-ethyl]-biphenyl-4'-oxy}-propionate), [H-].[Al+3].[Li+].[H-].[H-].[H-] (lithium aluminum hydride), O (water). The solvent is CCOCC (ether). The product is CC(CO)(C)OC1=CC=C(C=C1)C1=CC=C(C=C1)CCNC(C1=C(C=CC(=C1)Cl)OC)=O (2-Methyl-2-{4-[2(2-methoxy-5-chloro-benzamido)-ethyl]-biphenyl-4'-oxy}-propanol). RXN SMILES: [CH3:1][C:2]([O:9][C:10]1[CH:15]=[CH:14][C:13]([C:16]2[CH:21]=[CH:20][C:19]([CH2:22][CH2:23][NH:24][C:25](=[O:35])[C:26]3[CH:31]=[C:30]([Cl:32])[CH:29]=[CH:28][C:27]=3[O:33][CH3:34])=[CH:18][CH:17]=2)=[CH:12][CH:11]=1)([CH3:8])[C:3](OCC)=[O:4].[H-].[Al+3].[Li+].[H-].[H-].[H-].O>CCOCC>[CH3:8][C:2]([O:9][C:10]1[CH:15]=[CH:14][C:13]([C:16]2[CH:21]=[CH:20][C:19]([CH2:22][CH2:23][NH:24][C:25](=[O:35])[C:26]3[CH:31]=[C:30]([Cl:32])[CH:29]=[CH:28][C:27]=3[O:33][CH3:34])=[CH:18][CH:17]=2)=[CH:12][CH:11]=1)([CH3:1])[CH2:3][OH:4] |f:1.2.3.4.5.6|. Procedure details: 3.5 gm (7 millimols) of ethyl 2-methyl-2-{4-[2-(2-methoxy-5-chloro-benzamido)-ethyl]-biphenyl-4'-oxy}-propionate were reduced in 30 ml of absolute ether with 0.27 gm (7 millimols) of lithium aluminum hydride. After careful addition of 8 ml of water, the mixture was filtered, the filter cake was washed first with ether and then with chloroform, the ether phase and the chloroform phase were combined with the filrate and dried over sodium sulfate. After distilling off the solvents, the residual oil... The reactants are CC=1C(=NC=CC1)OC1=CC=C(C=C1)N (4-(3-methylpyridin-2-yloxy)benzenamine), ClC=1NC2=C(N1)C=CC=C2 (2-chlorobenzimidazole). Run in CC(C)O (iPrOH). Run at temperature 170 celsius. Product: CC=1C(=NC=CC1)OC1=CC=C(C=C1)NC1=NC2=C(N1)C=CC=C2 (N-(4-(3-methylpyridin-2-yloxy)phenyl)-1H-benzo[d]imidazol-2-amine). RXN SMILES: [CH3:1][C:2]1[C:3]([O:8][C:9]2[CH:14]=[CH:13][C:12]([NH2:15])=[CH:11][CH:10]=2)=[N:4][CH:5]=[CH:6][CH:7]=1.Cl[C:17]1[NH:18][C:19]2[CH:25]=[CH:24][CH:23]=[CH:22][C:20]=2[N:21]=1>CC(O)C>[CH3:1][C:2]1[C:3]([O:8][C:9]2[CH:10]=[CH:11][C:12]([NH:15][C:17]3[NH:21][C:20]4[CH:22]=[CH:23][CH:24]=[CH:25][C:19]=4[N:18]=3)=[CH:13][CH:14]=2)=[N:4][CH:5]=[CH:6][CH:7]=1. Procedure details: A mixture of 4-(3-methylpyridin-2-yloxy)benzenamine (1.00 g, 4.99 mmol) and 2-chlorobenzimidazole (0.860 g, 5.64 mmol) in 10 mL of iPrOH was heated at 170° C. for 30 min in the microwave. The reaction mixture was evaporated onto silica gel. Purification by flash chromatography (2M NH3 in MeOH:CH2Cl2) afforded N-(4-(3-methylpyridin-2-yloxy)phenyl)-1H-benzo[d]imidazol-2-amine as solid. MS (ESI, pos. ion) m/z: 317.1 (M+1). IC50 (uM) ++++. Reactants: Cc1cc(C(=O)c2ccccc2)c(C)n1C(C)CO, COCCOC, CI, [H-], [Na+]. Product: COCC(C)n1c(C)cc(C(=O)c2ccccc2)c1C. RXN SMILES: [C:3]([c:4]1[cH:5][cH:6][cH:7][cH:8][cH:9]1)(=[O:10])[c:11]1[c:12]([CH3:21])[n:13]([CH:17]([CH2:18][OH:19])[CH3:20])[c:14]([CH3:16])[cH:15]1.[CH2:24]([CH2:25][O:26][CH3:27])[O:28][CH3:29].[CH3:22][I:23].[H-:1].[Na+:2]>>[C:3]([c:4]1[cH:5][cH:6][cH:7][cH:8][cH:9]1)(=[O:10])[c:11]1[c:12]([CH3:21])[n:13]([CH:17]([CH2:18][O:19][CH3:22])[CH3:20])[c:14]([CH3:16])[cH:15]1.